Dataset: the Open Reaction Database (ORD), a public repository of structured organic reaction records. Task: describe an organic reaction: reactants, conditions, products, and yield The reactants are ice, C1(=CC=CC=C1)S(=O)O (benzenesulfinic acid), [Cl-].[Ca+2].[Cl-] (calcium chloride), FC1=CC=C(OC[C@@H]2CCCC(O2)O)C=C1 ((2RS, 6S)-6-(4-fluorophenoxymethyl)-2-hydroxy-tetrahydropyran). Solvent: C(Cl)Cl (CH2Cl2), C(Cl)Cl (CH2Cl2). Reaction conditions: time 4 hour. Product: C1(=CC=CC=C1)S(=O)(=O)C1O[C@@H](CCC1)COC1=CC=C(C=C1)F ((2RS, 6S)-2-benzenesulfonyl-6-(4-fluorophenoxymethyl)-tetrahydropyran). Yield: 76.7%. Reaction SMILES: [C:1]1([S:7]([OH:9])=[O:8])[CH:6]=[CH:5][CH:4]=[CH:3][CH:2]=1.[Cl-].[Ca+2].[Cl-].[F:13][C:14]1[CH:28]=[CH:27][C:17]([O:18][CH2:19][C@H:20]2[O:25][CH:24](O)[CH2:23][CH2:22][CH2:21]2)=[CH:16][CH:15]=1>C(Cl)Cl>[C:1]1([S:7]([CH:24]2[CH2:23][CH2:22][CH2:21][C@@H:20]([CH2:19][O:18][C:17]3[CH:16]=[CH:15][C:14]([F:13])=[CH:28][CH:27]=3)[O:25]2)(=[O:9])=[O:8])[CH:6]=[CH:5][CH:4]=[CH:3][CH:2]=1 |f:1.2.3|. Procedure: 25% HCl was added dropwise to benzenesulfinic acid sodium salt (0.6 g), until the solid dissolved. This mixture was extracted with ethyl acetate (15 ml) dried (Na2SO4) and concentrated to give benzenesulfinic acid (0.4 g). To an ice-cooled mixture of benzenesulfinic acid (0.32 g, 2.23 mmol) and calcium chloride (0.25 g, 2.23 mmol) in dry CH2Cl2 a solution of (2RS, 6S)-6-(4-fluorophenoxymethyl)-2-hydroxy-tetrahydropyran (0.42 g, 1.86 mmol) in dry CH2Cl2 (5 ml) was added. The reaction mixture was ... The reactants are [Si](C)(C)(C)N=[N+]=[N-] (TMSN3), CCCC[N+](CCCC)(CCCC)CCCC.[F-] (TBAF), C(#N)C=1C=C(C=CC1)C1(CCC(CC1)N1CC(C1)NC(=O)CNC(C1=CC(=CC=C1)C(F)(F)F)=O)O (N-({1-[4-(3-cyano-phenyl)-4-hydroxy-cyclohexyl]-azetidin-3-ylcarbamoyl}-methyl)-3-trifluoromethyl-benzamide), O (water). Solvent: C(C)(=O)OCC (ethyl acetate), C(C)(=O)OCC (ethyl acetate), C1CCOC1 (THF), CO (MeOH), N (NH3), CO (MeOH), N (NH3), C(C)(=O)OCC (ethyl acetate). The product is OC1(CCC(CC1)N1CC(C1)NC(=O)CNC(C1=CC(=CC=C1)C(F)(F)F)=O)C1=CC(=CC=C1)C1=NN=NN1 (N-[(1-{4-Hydroxy-4-[3-(1H-tetrazol-5-yl)-phenyl]-cyclohexyl}-azetidin-3-ylcarbamoyl)-methyl]-3-trifluoromethyl-benzamide). Reaction SMILES: [Si]([N:5]=[N+:6]=[N-:7])(C)(C)C.CCCC[N+](CCCC)(CCCC)CCCC.[F-].[C:26]([C:28]1[CH:29]=[C:30]([C:34]2([OH:61])[CH2:39][CH2:38][CH:37]([N:40]3[CH2:43][CH:42]([NH:44][C:45]([CH2:47][NH:48][C:49](=[O:60])[C:50]4[CH:55]=[CH:54][CH:53]=[C:52]([C:56]([F:59])([F:58])[F:57])[CH:51]=4)=[O:46])[CH2:41]3)[CH2:36][CH2:35]2)[CH:31]=[CH:32][CH:33]=1)#[N:27].O>C1COCC1.C(OCC)(=O)C.N.CO>[OH:61][C:34]1([C:30]2[CH:31]=[CH:32][CH:33]=[C:28]([C:26]3[NH:27][N:7]=[N:6][N:5]=3)[CH:29]=2)[CH2:39][CH2:38][CH:37]([N:40]2[CH2:41][CH:42]([NH:44][C:45]([CH2:47][NH:48][C:49](=[O:60])[C:50]3[CH:55]=[CH:54][CH:53]=[C:52]([C:56]([F:58])([F:59])[F:57])[CH:51]=3)=[O:46])[CH2:43]2)[CH2:36][CH2:35]1 |f:1.2|. Reported procedure: TMSN3 (Fluka, 50 mg, 0.42 mmol), TBAF (Aldrich, 1.0 N in THF, 0.5 mL, 0.5 mmol) and N-({1-[4-(3-cyano-phenyl)-4-hydroxy-cyclohexyl]-azetidin-3-ylcarbamoyl}-methyl)-3-trifluoromethyl-benzamide (as prepared in Example 48, less polar isomer, 70 mg, 0.14 mmol) were dissolved in THF (2 mL) and water (0.5 mL) mixed solvent. The reaction mixture was subjected to microwave irradiation at 120° C. for 20 min. The crude reaction mixture was loaded on a silica gel column using a CombiFlash® system using eth... Starting materials: C(C)(C)(C)OC(N(C)CC[C@@H]1CC[C@H](CC1)\C=C\CO)=O (trans{2-[4-(3-hydroxy-(E)-propenyl)-cyclohexyl]-ethyl}-methyl-carbamic acid tert-butyl ester), Cl (hydrogen chloride). The solvent is O1CCOCC1 (dioxane). Yields the product Cl.CNCC[C@@H]1CC[C@H](CC1)/C=C/CO (trans-3-[4-(2-methylamino-ethyl)-cyclohexyl]-(E)-prop-2-en-1-ol HCl-salt). Yield: 98.6%. Reaction SMILES: C(O[C:6](=O)[N:7]([CH2:9][CH2:10][C@H:11]1[CH2:16][CH2:15][C@H:14](/[CH:17]=[CH:18]/[CH2:19][OH:20])[CH2:13][CH2:12]1)C)(C)(C)C.[ClH:22]>O1CCOCC1>[ClH:22].[CH3:6][NH:7][CH2:9][CH2:10][C@H:11]1[CH2:16][CH2:15][C@H:14](/[CH:17]=[CH:18]/[CH2:19][OH:20])[CH2:13][CH2:12]1 |f:3.4|. Reported procedure: A solution of 200 mg (0.672 mmol) trans{2-[4-(3-hydroxy-(E)-propenyl)-cyclohexyl]-ethyl}-methyl-carbamic acid tert-butyl ester in 2 ml 4M hydrogen chloride solution in dioxane was stirred for 30 minutes at room temperature. The reaction mixture was then concentrated under reduced pressure. The crude HCl-salt was triturated two times with dry ether and the crystalline product then dried for several hours at 45° C. and 15 mbar to give 155 mg (98.6%) of pure trans-3-[4-(2-methylamino-ethyl)-cyclohe... The reactants are ClC=1C=CC(=C(C1)N1C(N(C(C1)=O)C)=O)C(=O)N1CCN(CC1)C1=NC=C(C=C1C)C (1-{5-chloro-2-[4-(3,5-dimethylpyridin-2-yl)piperazine-1-carbonyl]phenyl}-3-methylimidazolidine-2,4-dione), S1(NCCC1)(=O)=O (isothiazolidine 1,1-dioxide). Product: CC=1C(=NC=C(C1)C)N1CCN(CC1)C(=O)C1=C(C=C(C=C1)N1S(CCC1)(=O)=O)N1C(N(C(C1)=O)C)=O (1-[2-[4-(3,5-dimethylpyridin-2-yl)piperazine-1-carbonyl]-5-(1,1-dioxo-1λ6-isothiazolidin-2-yl)phenyl]-3-methylimidazolidine-2,4-dione). The yield is 37.2%. As a reaction SMILES: Cl[C:2]1[CH:3]=[CH:4][C:5]([C:16]([N:18]2[CH2:23][CH2:22][N:21]([C:24]3[C:29]([CH3:30])=[CH:28][C:27]([CH3:31])=[CH:26][N:25]=3)[CH2:20][CH2:19]2)=[O:17])=[C:6]([N:8]2[CH2:12][C:11](=[O:13])[N:10]([CH3:14])[C:9]2=[O:15])[CH:7]=1.[S:32]1(=[O:38])(=[O:37])[CH2:36][CH2:35][CH2:34][NH:33]1>>[CH3:30][C:29]1[C:24]([N:21]2[CH2:22][CH2:23][N:18]([C:16]([C:5]3[CH:4]=[CH:3][C:2]([N:33]4[CH2:34][CH2:35][CH2:36][S:32]4(=[O:38])=[O:37])=[CH:7][C:6]=3[N:8]3[CH2:12][C:11](=[O:13])[N:10]([CH3:14])[C:9]3=[O:15])=[O:17])[CH2:19][CH2:20]2)=[N:25][CH:26]=[C:27]([CH3:31])[CH:28]=1. Procedure details: Using 1-{5-chloro-2-[4-(3,5-dimethylpyridin-2-yl)piperazine-1-carbonyl]phenyl}-3-methylimidazolidine-2,4-dione (149 mg) described in Preparation Example 256 and isothiazolidine 1,1-dioxide (61 mg) and by the reaction and treatment in the same manner as in Example 666, the title compound (66 mg) was obtained. Reactants: C1(C=CC=C1)[Na] (cyclopentadienyl sodium), COC(C)=O (methylacetate). Run in O1CCCC1 (tetrahydrofuran). Product: C(C)(=O)C1(C=CC=C1)[Na] (acetylcyclopentadienyl sodium). Reaction SMILES: [CH:1]1([Na:6])[CH:5]=[CH:4][CH:3]=[CH:2]1.C[O:8][C:9](=O)[CH3:10]>O1CCCC1>[C:9]([C:1]1([Na:6])[CH:5]=[CH:4][CH:3]=[CH:2]1)(=[O:8])[CH3:10]. Reported procedure: In accordance with the Rausch method, 10 ml of a tetrahydrofuran solution of cyclopentadienyl sodium (20 mmol/10 ml THF) and 4 ml of methylacetate were mixed in a nitrogen atmosphere, and refluxed for 20 minutes to obtain acetylcyclopentadienyl sodium. To the solution containing colorless crystals thereby obtained, 40 ml of benzene was added, and 10.6 g of tris-triphenylphosphine cobalt monochloride was further added whereby a red solution of bistriphenylphosphine-η5 -acetylcyclopentadienyl coba...